From a dataset of the Open Reaction Database (ORD), a public repository of structured organic reaction records. describe an organic reaction: reactants, conditions, products, and yield Starting materials: Cn1nnnc1SCCCC1(c2ccccn2)OCCO1, CC(=O)O, Cl, O. Product: Cn1nnnc1SCCCC(=O)c1ccccn1. Reaction SMILES: [CH3:1][n:2]1[n:3][n:4][n:5][c:6]1[S:7][CH2:8][CH2:9][CH2:10][C:11]1([c:12]2[n:13][cH:14][cH:15][cH:16][cH:17]2)[O:18][CH2:21][CH2:20][O:19]1.[CH3:24][C:25](=[O:26])[OH:27].[ClH:23].[OH2:22]>>[CH3:1][n:2]1[n:3][n:4][n:5][c:6]1[S:7][CH2:8][CH2:9][CH2:10][C:11]([c:12]1[n:13][cH:14][cH:15][cH:16][cH:17]1)=[O:18]. Run at time 16 hour. As a reaction SMILES: ClC1C=CC=C(C(OO)=[O:9])C=1.[N:12]1([C:18]2[C:23]([Br:24])=[CH:22][N:21]=[C:20]([CH3:25])[CH:19]=2)[CH2:17][CH2:16][CH2:15][CH2:14][CH2:13]1>ClCCl>[N:12]1([C:18]2[CH:19]=[C:20]([CH3:25])[N+:21]([O-:9])=[CH:22][C:23]=2[Br:24])[CH2:17][CH2:16][CH2:15][CH2:14][CH2:13]1. Procedure: m-Chloroperbenzoic acid (7.3 g) in dichloromethane (100 ml) was added dropwise to a stirred solution of 4 -piperidino-5 -bromo-2 -picoline. After 16 hours, the solution was washed with 10 % aqueous sodium carbonate, dried (K2CO3) and stripped. The residue was chromatographed (silica gel, chloroform:methanol) to give 4 -piperidino-5 -bromo-2 -picoline-N-oxide, 6.79 g, m.p. 115°-6 ° from ether. The solvent is ClCCl (dichloromethane). The product is N1(CCCCC1)C=1C=C([N+](=CC1Br)[O-])C (4 -piperidino-5 -bromo-2 -picoline-N-oxide). Starting materials: ClC1=CC(=CC=C1)C(=O)OO (m-Chloroperbenzoic acid), N1(CCCCC1)C1=CC(=NC=C1Br)C (4 -piperidino-5 -bromo-2 -picoline). Yields the product C(#N)CNC([C@@H](NC1=NSC=C1C1=CC=C(C=C1)N1CCNCC1)CC(C)C)=O (N1-(Cyanomethyl)-N2-[4-(4-Piperazin-1-ylphenyl)Isothiazol-3-yl]-L-Leucinamide). Reported procedure: Ester hydrolysis and coupling with aminoacetonitrile as described in example 4 provided N2-(4-bromoisothiazol-3-yl)-N1-(cyanomethyl)-L-leucinamide. N2-(4-bromoisothiazol-3-yl)-N1-(cyanomethyl)-L-leucinamide was then treated with 4-[4-(tert-butoxycarbonyl)-1-piperazinyl]phenylboronic acid (prepared as described in Example 1) as described in Example 1 to afford, after BOC removal with methanesulfonic acid as described in Example 10, N1-(cyanomethyl)-N2-[4-(4-piperazin-1-ylphenyl)isothiazol-3-yl]-L... Starting materials: Ester, NCC#N (aminoacetonitrile), BrC=1C(=NSC1)N[C@@H](CC(C)C)C(=O)NCC#N (N2-(4-bromoisothiazol-3-yl)-N1-(cyanomethyl)-L-leucinamide), C(C)(C)(C)OC(=O)N1CCN(CC1)C1=CC=C(C=C1)B(O)O (4-[4-(tert-butoxycarbonyl)-1-piperazinyl]phenylboronic acid), BrC=1C(=NSC1)N[C@@H](CC(C)C)C(=O)NCC#N (N2-(4-bromoisothiazol-3-yl)-N1-(cyanomethyl)-L-leucinamide). Reaction SMILES: NCC#N.Br[C:6]1[C:7]([NH:11][C@H:12]([C:17]([NH:19][CH2:20][C:21]#[N:22])=[O:18])[CH2:13][CH:14]([CH3:16])[CH3:15])=[N:8][S:9][CH:10]=1.C(OC([N:30]1[CH2:35][CH2:34][N:33]([C:36]2[CH:41]=[CH:40][C:39](B(O)O)=[CH:38][CH:37]=2)[CH2:32][CH2:31]1)=O)(C)(C)C>>[C:21]([CH2:20][NH:19][C:17](=[O:18])[C@H:12]([CH2:13][CH:14]([CH3:16])[CH3:15])[NH:11][C:7]1[C:6]([C:39]2[CH:38]=[CH:37][C:36]([N:33]3[CH2:32][CH2:31][NH:30][CH2:35][CH2:34]3)=[CH:41][CH:40]=2)=[CH:10][S:9][N:8]=1)#[N:22].